This data is from the Open Reaction Database (ORD), a public repository of structured organic reaction records. The task is: describe an organic reaction: reactants, conditions, products, and yield Starting materials: BrC(Br)(Br)Br, CCCCCc1cnc(-c2ccc(C=O)cc2)nc1, ClCCl, CCCCCC, c1ccc(P(c2ccccc2)c2ccccc2)cc1. Yields the product CCCCCc1cnc(-c2ccc(C=C(Br)Br)cc2)nc1. Reaction SMILES: [Br:1][C:2]([Br:3])([Br:4])[Br:5].[CH2:25]([CH2:26][CH2:27][CH2:28][CH3:29])[c:30]1[cH:31][n:32][c:33](-[c:36]2[cH:37][cH:38][c:39]([CH:40]=[O:41])[cH:42][cH:43]2)[n:34][cH:35]1.[CH2:50]([Cl:51])[Cl:52].[CH3:44][CH2:45][CH2:46][CH2:47][CH2:48][CH3:49].[c:6]1([P:7]([c:8]2[cH:9][cH:10][cH:11][cH:12][cH:13]2)[c:14]2[cH:15][cH:16][cH:17][cH:18][cH:19]2)[cH:20][cH:21][cH:22][cH:23][cH:24]1>>[Br:1][C:2]([Br:5])=[CH:40][c:39]1[cH:38][cH:37][c:36](-[c:33]2[n:32][cH:31][c:30]([CH2:25][CH2:26][CH2:27][CH2:28][CH3:29])[cH:35][n:34]2)[cH:43][cH:42]1. The product is CN1C(=O)CCCc2cc(Nc3ncc(Cl)c(Nc4ccc(N5CCCCC5)cc4C(N)=O)n3)ccc21. RXN SMILES: [CH3:40][O:41][CH:42]([OH:43])[CH3:44].[Cl:1][c:2]1[n:3][cH:4][c:5]([Cl:24])[c:6]([NH:8][c:9]2[c:10]([C:11](=[O:12])[NH2:13])[cH:14][c:15]([N:18]3[CH2:19][CH2:20][CH2:21][CH2:22][CH2:23]3)[cH:16][cH:17]2)[n:7]1.[ClH:39].[NH2:25][c:26]1[cH:27][c:28]2[c:29]([cH:37][cH:38]1)[N:30]([CH3:36])[C:31](=[O:35])[CH2:32][CH2:33][CH2:34]2.[O:45]1[CH2:46][CH2:47][O:48][CH2:49][CH2:50]1>>[c:2]1([NH:25][c:26]2[cH:27][c:28]3[c:29]([cH:37][cH:38]2)[N:30]([CH3:36])[C:31](=[O:35])[CH2:32][CH2:33][CH2:34]3)[n:3][cH:4][c:5]([Cl:24])[c:6]([NH:8][c:9]2[c:10]([C:11](=[O:12])[NH2:13])[cH:14][c:15]([N:18]3[CH2:19][CH2:20][CH2:21][CH2:22][CH2:23]3)[cH:16][cH:17]2)[n:7]1. The reactants are COC(C)O, NC(=O)c1cc(N2CCCCC2)ccc1Nc1nc(Cl)ncc1Cl, Cl, CN1C(=O)CCCc2cc(N)ccc21, C1COCCO1. Procedure: Using essentially the same procedure as described in example 127, 5-Bromo-1-(2-Bromo-4-methoxybenzenesulfonyl)-3-chloromethyl-1H-indole was reacted with homopiperazine to obtain the above derivative. RXN SMILES: [Br:1][C:2]1[CH:3]=[C:4]2[C:8](=[CH:9][CH:10]=1)[N:7]([S:11]([C:14]1[CH:19]=[CH:18][C:17]([O:20][CH3:21])=[CH:16][C:15]=1[Br:22])(=[O:13])=[O:12])[CH:6]=[C:5]2[CH2:23]Cl.[NH:25]1[CH2:31][CH2:30][CH2:29][NH:28][CH2:27][CH2:26]1>>[Br:1][C:2]1[CH:3]=[C:4]2[C:8](=[CH:9][CH:10]=1)[N:7]([S:11]([C:14]1[CH:19]=[CH:18][C:17]([O:20][CH3:21])=[CH:16][C:15]=1[Br:22])(=[O:13])=[O:12])[CH:6]=[C:5]2[CH2:23][N:25]1[CH2:31][CH2:30][CH2:29][NH:28][CH2:27][CH2:26]1. The product is BrC=1C=C2C(=CN(C2=CC1)S(=O)(=O)C1=C(C=C(C=C1)OC)Br)CN1CCNCCC1 (1-[[5-Bromo-1-(2-Bromo-4-methoxybenzenesulfonyl)-indol-3-yl]methyl][1,4]diazepane). Starting materials: BrC=1C=C2C(=CN(C2=CC1)S(=O)(=O)C1=C(C=C(C=C1)OC)Br)CCl (5-Bromo-1-(2-Bromo-4-methoxybenzenesulfonyl)-3-chloromethyl-1H-indole), N1CCNCCC1 (homopiperazine). RXN SMILES: [CH3:1][n:2]1[n:3][c:4](-[c:7]2[cH:8][c:9]3[c:10]([C:16]4=[CH:21][CH2:20][N:19]([CH2:22][CH2:23][N:24]5[C:25](=[O:29])[NH:26][CH2:27][CH2:28]5)[CH2:18][CH2:17]4)[cH:11][nH:12][c:13]3[cH:14][cH:15]2)[n:5][n:6]1.[CH3:30][C:31](=[O:32])[OH:33]>>[CH3:1][n:2]1[n:3][c:4](-[c:7]2[cH:8][c:9]3[c:10]([CH:16]4[CH2:17][CH2:18][N:19]([CH2:22][CH2:23][N:24]5[C:25](=[O:29])[NH:26][CH2:27][CH2:28]5)[CH2:20][CH2:21]4)[cH:11][nH:12][c:13]3[cH:14][cH:15]2)[n:5][n:6]1. Reactants: Cn1nnc(-c2ccc3[nH]cc(C4=CCN(CCN5CCNC5=O)CC4)c3c2)n1, CC(=O)O. Yields the product Cn1nnc(-c2ccc3[nH]cc(C4CCN(CCN5CCNC5=O)CC4)c3c2)n1. The reactants are C(C)(=O)O (acetic acid), N1(CCCC1)C=CC#N (β-pyrrolidino-acrylonitrile), N1(CCCC1)C=CCC (pyrrolidino-butene), A4, Cl (hydrogen chloride). Run in C(Cl)(Cl)Cl (chloroform). Run at time 15 hour. The product is ClC1=NC=C(C=C1)CC (2-chloro-5-ethylpyridine). RXN SMILES: [N:1]1([CH:6]=[CH:7][C:8]#N)[CH2:5][CH2:4][CH2:3][CH2:2]1.N1(C=CCC)CCCC1.C(O)(=O)C.[ClH:23]>C(Cl)(Cl)Cl>[Cl:23][C:6]1[CH:7]=[CH:8][C:4]([CH2:3][CH3:2])=[CH:5][N:1]=1. Procedure details: 19.3 g of β-pyrrolidino-acrylonitrile were added at -10° C. to 30 g of pyrrolidino-butene from A4 in 50 ml of chloroform. The mixture was allowed to warmto RT, and 50 ml of acetic acid were added dropwise. After stirring at RT for 15 hours, the mixture was cooled to -10° C., and dry hydrogen chloride gas was introduced. Aqueous workup gave 2-chloro-5-ethylpyridine as the main product.